This data is from the Open Reaction Database (ORD), a public repository of structured organic reaction records. The task is: describe an organic reaction: reactants, conditions, products, and yield The reactants are FC1=CC=C(C=N1)C1=NC(=CC(=C1)N)NC1=NC=CC(=C1)C(F)(F)F (6′-Fluoro-N6-[4-(trifluoromethyl)pyridin-2-yl]-2,3′-bipyridine-4,6-diamine), NC1C(NCC1)=O (3-aminopyrrolidin-2-one), P(=O)([O-])([O-])[O-].[K+].[K+].[K+] (potassium phosphate), C(C)(C)N(C(C)C)CC (N,N-diisopropylethylamine). Solvent: CS(=O)C (dimethylsulfoxide). Reaction conditions: temperature 130 celsius, time 3 day. Product: NC1=CC(=NC(=C1)NC1=NC=CC(=C1)C(F)(F)F)C=1C=NC(=CC1)NC1C(NCC1)=O (3-[(4-amino-6-{[4-(trifluoromethyl)pyridin-2-yl]amino}-2,3′-bipyridin-6′-yl)amino]pyrrolidin-2-one). RXN SMILES: F[C:2]1[N:7]=[CH:6][C:5]([C:8]2[CH:13]=[C:12]([NH2:14])[CH:11]=[C:10]([NH:15][C:16]3[CH:21]=[C:20]([C:22]([F:25])([F:24])[F:23])[CH:19]=[CH:18][N:17]=3)[N:9]=2)=[CH:4][CH:3]=1.[NH2:26][CH:27]1[CH2:31][CH2:30][NH:29][C:28]1=[O:32].P([O-])([O-])([O-])=O.[K+].[K+].[K+].C(N(CC)C(C)C)(C)C>CS(C)=O>[NH2:14][C:12]1[CH:11]=[C:10]([NH:15][C:16]2[CH:21]=[C:20]([C:22]([F:25])([F:24])[F:23])[CH:19]=[CH:18][N:17]=2)[N:9]=[C:8]([C:5]2[CH:6]=[N:7][C:2]([NH:26][CH:27]3[CH2:31][CH2:30][NH:29][C:28]3=[O:32])=[CH:3][CH:4]=2)[CH:13]=1 |f:2.3.4.5|. Procedure details: 6′-Fluoro-N6-[4-(trifluoromethyl)pyridin-2-yl]-2,3′-bipyridine-4,6-diamine (50 mg, 0.143 mmol), 3-aminopyrrolidin-2-one (39.1 mg, 0.286 mmol), tribasic potassium phosphate (60.8 mg, 0.286 mmol), and N,N-diisopropylethylamine (0.050 ml, 0.286 mmol) were dissolved in dimethylsulfoxide (0.5 mL). The mixture was heated to 130° C. with stirring for three days. After allowing to cool to room temperature, the reaction mixture was partitioned between ethyl acetate (30 mL) and saturated aqueous sodium bi... Starting materials: BrCCn1cccc1, O=C([O-])[O-], COC(=O)c1ccc(NS(C)(=O)=O)cc1Cl, [Cs+], [Cs+], CN(C)C=O. The product is COC(=O)c1ccc(N(CCn2cccc2)S(C)(=O)=O)cc1Cl. As a reaction SMILES: [Br:1][CH2:2][CH2:3][n:4]1[cH:5][cH:6][cH:7][cH:8]1.[C:9](=[O:10])([O-:11])[O-:12].[Cl:15][c:16]1[c:17]([C:18](=[O:19])[O:20][CH3:21])[cH:22][cH:23][c:24]([NH:26][S:27](=[O:28])(=[O:29])[CH3:30])[cH:25]1.[Cs+:13].[Cs+:14].[O:31]=[CH:32][N:33]([CH3:34])[CH3:35]>>[CH2:2]([CH2:3][n:4]1[cH:5][cH:6][cH:7][cH:8]1)[N:26]([c:24]1[cH:23][cH:22][c:17]([C:18](=[O:19])[O:20][CH3:21])[c:16]([Cl:15])[cH:25]1)[S:27](=[O:28])(=[O:29])[CH3:30]. Reactants: C(C)OC(\C=C\C(C)(C)C1=CC=C(C=C1)F)=O ((E)-4-(4-fluoro-phenyl)-4-methyl-pent-2-enoic acid ethyl ester). Reagents/catalysts: [Pt](=O)=O (platinum(IV) oxide). The solvent is CO (methanol). Reaction conditions: time 2 hour. Product: C(C)OC(CCC(C)(C)C1=CC=C(C=C1)F)=O (4-(4-Fluoro-phenyl)-4-methyl-pentanoic acid ethyl ester). Reaction SMILES: [CH2:1]([O:3][C:4](=[O:17])/[CH:5]=[CH:6]/[C:7]([C:10]1[CH:15]=[CH:14][C:13]([F:16])=[CH:12][CH:11]=1)([CH3:9])[CH3:8])[CH3:2]>CO.[Pt](=O)=O>[CH2:1]([O:3][C:4](=[O:17])[CH2:5][CH2:6][C:7]([C:10]1[CH:11]=[CH:12][C:13]([F:16])=[CH:14][CH:15]=1)([CH3:9])[CH3:8])[CH3:2]. Procedure details: To a solution of (E)-4-(4-fluoro-phenyl)-4-methyl-pent-2-enoic acid ethyl ester (4.10 g) in methanol (150 ml) at room temperature was added platinum(IV) oxide (788 mg). The mixture was stirred under an atmosphere of hydrogen (1 atm) at room temperature for 2 h. The catalyst was removed by filtration and the filtrate was concentrated in vacuo to yield a yellow oil, (3.97 g, 96%); MS (ISP): 239.2 ([M+H]+). RXN SMILES: [ClH:1].Cl.[CH:3]([C@H:16]1[N:21]2[CH2:22][CH2:23][CH2:24][C@H:20]2[CH2:19][N:18]([CH2:25][C:26]2[CH:31]=[C:30](Br)[CH:29]=[CH:28][C:27]=2[O:33][CH3:34])[CH2:17]1)([C:10]1[CH:15]=[CH:14][CH:13]=[CH:12][CH:11]=1)[C:4]1[CH:9]=[CH:8][CH:7]=[CH:6][CH:5]=1.[C:35]1(B(O)O)[CH:40]=[CH:39][CH:38]=[CH:37][CH:36]=1.O>COCCOC.C(=O)([O-])[O-].[Na+].[Na+].C1C=CC([P]([Pd]([P](C2C=CC=CC=2)(C2C=CC=CC=2)C2C=CC=CC=2)([P](C2C=CC=CC=2)(C2C=CC=CC=2)C2C=CC=CC=2)[P](C2C=CC=CC=2)(C2C=CC=CC=2)C2C=CC=CC=2)(C2C=CC=CC=2)C2C=CC=CC=2)=CC=1>[ClH:1].[ClH:1].[CH:3]([C@H:16]1[N:21]2[CH2:22][CH2:23][CH2:24][C@H:20]2[CH2:19][N:18]([CH2:25][C:26]2[CH:31]=[C:30]([C:35]3[CH:40]=[CH:39][CH:38]=[CH:37][CH:36]=3)[CH:29]=[CH:28][C:27]=2[O:33][CH3:34])[CH2:17]1)([C:10]1[CH:15]=[CH:14][CH:13]=[CH:12][CH:11]=1)[C:4]1[CH:9]=[CH:8][CH:7]=[CH:6][CH:5]=1 |f:0.1.2,6.7.8,10.11.12,^1:60,62,81,100|. Yields the product Cl.Cl.C(C1=CC=CC=C1)(C1=CC=CC=C1)[C@@H]1CN(C[C@H]2N1CCC2)CC=2C=C(C=CC2OC)C2=CC=CC=C2 ((4R,8aS)-4-benzhydryl-2-[(4-methoxy-[1,1′-biphenyl]-3-yl)methyl]octahydropyrrolo[1,2-a]pyrazine dihydrochloride). The reactants are C1(=CC=CC=C1)B(O)O (phenylboronic acid), Cl.Cl.C(C1=CC=CC=C1)(C1=CC=CC=C1)[C@@H]1CN(C[C@H]2N1CCC2)CC2=C(C=CC(=C2)Br)OC ((4R,8aS)-4-Benzhydryl-2-(2-methoxy-5-bromobenzyl)octahydropyrrolo[1,2-a]pyrazine dihydrochloride), O (water). Run at temperature 85 celsius, time 2 hour. Yield: 164.6%. The reagents and catalysts are C=1C=CC(=CC1)[P](C=2C=CC=CC2)(C=3C=CC=CC3)[Pd]([P](C=4C=CC=CC4)(C=5C=CC=CC5)C=6C=CC=CC6)([P](C=7C=CC=CC7)(C=8C=CC=CC8)C=9C=CC=CC9)[P](C=1C=CC=CC1)(C=1C=CC=CC1)C=1C=CC=CC1 (tetrakis(triphenylphosphine)palladium). The solvent is COCCOC (1,2-dimethoxyethane), C([O-])([O-])=O.[Na+].[Na+] (sodium carbonate). Reported procedure: (4R,8aS)-4-Benzhydryl-2-(2-methoxy-5-bromobenzyl)octahydropyrrolo[1,2-a]pyrazine dihydrochloride (29.8 mg) was dissolved in a mixture of 1,2-dimethoxyethane (0.5 ml) and 2M aqueous sodium carbonate (0.16 ml). Then phenylboronic acid (9.01 mg) and tetrakis(triphenylphosphine)palladium (6.1 mg) were added to the solution at room temperature. The whole was stirred for 2 hours at 85° C. The reaction mixture was poured into water, extracted with ethyl acetate. The extract was washed with brine, dried... Starting materials: BrCCCC#N (4-bromobutyronitrile), CN1C=NC=C1 (1-methylimidazole). The solvent is C1=CC=CC=C1 (benzene). Reaction conditions: temperature 60 celsius. Product: [Br-].CN1C=[N+](C=C1)CCCC#N (4-(3-methyl-1-imidazolio)butyronitrile bromide). As a reaction SMILES: [Br:1][CH2:2][CH2:3][CH2:4][C:5]#[N:6].[CH3:7][N:8]1[CH:12]=[CH:11][N:10]=[CH:9]1>C1C=CC=CC=1>[Br-:1].[CH3:7][N:8]1[CH:12]=[CH:11][N+:10]([CH2:2][CH2:3][CH2:4][C:5]#[N:6])=[CH:9]1 |f:3.4|. Procedure details: A mixture of 4-bromobutyronitrile (5.6 g) and 1-methylimidazole (3.0 ml) in benzene (20 ml) was heated to 60° C. for 6 hours. The resulting syrup was separated by decantation, washed with ether and dried to give 4-(3-methyl-1-imidazolio)butyronitrile bromide (7.43 g). Starting materials: COC(=O)CBr, Oc1ccccc1OCCCCCBr, O=C([O-])[O-], CC#N, [K+], [K+]. The product is COC(=O)COc1ccccc1OCCCCCBr. RXN SMILES: [Br:15][CH2:16][C:17](=[O:18])[O:19][CH3:20].[Br:1][CH2:2][CH2:3][CH2:4][CH2:5][CH2:6][O:7][c:8]1[c:9]([OH:14])[cH:10][cH:11][cH:12][cH:13]1.[C:21](=[O:22])([O-:23])[O-:24].[CH3:27][C:28]#[N:29].[K+:25].[K+:26]>>[Br:1][CH2:2][CH2:3][CH2:4][CH2:5][CH2:6][O:7][c:8]1[c:9]([O:14][CH2:16][C:17](=[O:18])[O:19][CH3:20])[cH:10][cH:11][cH:12][cH:13]1. Reactants: Cl (hydrochloric acid), C(C)C1=C(C=CC(=C1)O)C1C(C(OC(C1=O)(C)C)(C)C)=O (4-(2-Ethyl-4-hydroxyphenyl)-2,2,6,6-tetramethylpyran-3,5-dione), ClC1=NC2=CC=C(C=C2N=C1)Cl (2,6-dichloroquinoxaline), C([O-])([O-])=O.[K+].[K+] (potassium carbonate). The solvent is CN(C=O)C (N,N-dimethylformamide), ClCCl (dichloromethane). Reaction conditions: temperature 140 celsius. Yields the product ClC=1C=C2N=CC(=NC2=CC1)OC1=CC(=C(C=C1)C1C(C(OC(C1=O)(C)C)(C)C)=O)CC (4-[4-(6-choroquinoxalin-2-yloxy)-2-ethylphenyl]-2,2,6,6-tetramethylpyran-3,5-dione). As a reaction SMILES: [CH2:1]([C:3]1[CH:8]=[C:7]([OH:9])[CH:6]=[CH:5][C:4]=1[CH:10]1[C:15](=[O:16])[C:14]([CH3:18])([CH3:17])[O:13][C:12]([CH3:20])([CH3:19])[C:11]1=[O:21])[CH3:2].Cl[C:23]1[CH:32]=[N:31][C:30]2[C:25](=[CH:26][CH:27]=[C:28]([Cl:33])[CH:29]=2)[N:24]=1.C(=O)([O-])[O-].[K+].[K+].Cl>CN(C)C=O.ClCCl>[Cl:33][C:28]1[CH:29]=[C:30]2[C:25](=[CH:26][CH:27]=1)[N:24]=[C:23]([O:9][C:7]1[CH:6]=[CH:5][C:4]([CH:10]3[C:15](=[O:16])[C:14]([CH3:18])([CH3:17])[O:13][C:12]([CH3:20])([CH3:19])[C:11]3=[O:21])=[C:3]([CH2:1][CH3:2])[CH:8]=1)[CH:32]=[N:31]2 |f:2.3.4|. Reported procedure: 4-(2-Ethyl-4-hydroxyphenyl)-2,2,6,6-tetramethylpyran-3,5-dione (0.100 g, 0.34 mmol) is added to a mixture of 2,6-dichloroquinoxaline (0.081 g, 0.41 mmol) and potassium carbonate (0.110 g, 0.69 mmol) in N,N-dimethylformamide (3 ml), and the mixture is heated at 140° C. under microwave irradiation for 40 minutes. The mixture is cooled to room temperature, then acidified by addition of 2M aqueous hydrochloric acid. The mixture is diluted with dichloromethane and passed through a phase separation ca...